This data is from the Open Reaction Database (ORD), a public repository of structured organic reaction records. The task is: describe an organic reaction: reactants, conditions, products, and yield Reactants: CC(=O)OI1(C=2C=CC=CC2C(=O)O1)(OC(=O)C)OC(=O)C (Dess-Martin periodinane), S1C(=CC=C1)C=1NC=C(N1)CO ((2-Thiophen-2-yl-1H-imidazol-4-yl)-methanol), C(=O)(O)[O-].[Na+] (NaHCO3). Run in C(Cl)Cl (Methylene chloride), C(Cl)Cl (DCM). Product: S1C(=CC=C1)C=1NC=C(N1)C=O (2-Thiophen-2-yl-1H-imidazole-4-carbaldehyde). RXN SMILES: CC(OI1(OC(C)=O)(OC(C)=O)OC(=O)C2C=CC=CC1=2)=O.[S:23]1[CH:27]=[CH:26][CH:25]=[C:24]1[C:28]1[NH:29][CH:30]=[C:31]([CH2:33][OH:34])[N:32]=1.C([O-])(O)=O.[Na+]>C(Cl)Cl>[S:23]1[CH:27]=[CH:26][CH:25]=[C:24]1[C:28]1[NH:29][CH:30]=[C:31]([CH:33]=[O:34])[N:32]=1 |f:2.3|. Reported procedure: Dess-Martin periodinane (4.71 g, 11.1 mmol) was added to a stirred suspension of (2-Thiophen-2-yl-1H-imidazol-4-yl)-methanol (2.00 g, 11.1 mmol) dissolved in Methylene chloride (111 mL) at it under Ar. The mixture turned dark and was stirred at rt ON. More DCM (100 ml) and sat NaHCO3 (100 mL) were added and the phases were separated after filtration to remove some solid. The organic layer was loaded onto silica gel and was purified by silica gel chromatography (Eluent: 0-100% EtOAc in n-heptane)... The reactants are CC(C)(C)O, COc1ccccc1C=O, O=C(O)c1ccc2nc3c(c(=O)n2c1)CCCC3. The product is COc1ccccc1C=C1CCCc2c1nc1ccc(C(=O)O)cn1c2=O. Reaction SMILES: [C:29]([OH:30])([CH3:31])([CH3:32])[CH3:33].[CH3:19][O:20][c:21]1[c:22]([CH:23]=[O:24])[cH:25][cH:26][cH:27][cH:28]1.[O:1]=[c:2]1[n:3]2[c:4]([n:5][c:6]3[c:11]1[CH2:10][CH2:9][CH2:8][CH2:7]3)[cH:12][cH:13][c:14]([C:16](=[O:17])[OH:18])[cH:15]2>>[O:1]=[c:2]1[n:3]2[c:4]([n:5][c:6]3[c:11]1[CH2:10][CH2:9][CH2:8][C:7]3=[CH:23][c:22]1[c:21]([O:20][CH3:19])[cH:28][cH:27][cH:26][cH:25]1)[cH:12][cH:13][c:14]([C:16](=[O:17])[OH:18])[cH:15]2. Reactants: BrCCCC=1C=C(C=CC1)NC1=NC=C(C(=N1)NCCC=1C=C(C=CC1)O)Cl (3-{2-[(2-{[3-(3-bromopropyl)phenyl]amino}-5-chloropyrimidin-4-yl)amino]ethyl}phenol), [OH-].[Na+] (sodium hydroxide), Cl (HCl), resultant solution. The solvent is O1CCCC1 (tetrahydrofuran), O (water). Yields the product ClC=1C=NC=2NC=3C=CC=C(CCCOC4=CC=CC(CCNC1N2)=C4)C3 (6-Chloro-16-oxa-2,4,8,26-tetraazatetracyclo[18.3.1.1(3,7).1(11,15)]hexacosa-1(24),3(26),4,6,11(25),12,14,20,22-nonaene). The yield is 9.7%. Reaction SMILES: Br[CH2:2][CH2:3][CH2:4][C:5]1[CH:6]=[C:7]([NH:11][C:12]2[N:17]=[C:16]([NH:18][CH2:19][CH2:20][C:21]3[CH:22]=[C:23]([OH:27])[CH:24]=[CH:25][CH:26]=3)[C:15]([Cl:28])=[CH:14][N:13]=2)[CH:8]=[CH:9][CH:10]=1.[OH-].[Na+].Cl>O1CCCC1.O>[Cl:28][C:15]1[CH:14]=[N:13][C:12]2[NH:11][C:7]3[CH:8]=[CH:9][CH:10]=[C:5]([CH:6]=3)[CH2:4][CH2:3][CH2:2][O:27][C:23]3[CH:22]=[C:21]([CH2:20][CH2:19][NH:18][C:16]=1[N:17]=2)[CH:26]=[CH:25][CH:24]=3 |f:1.2|. Procedure details: To a solution of 3-{2-[(2-{[3-(3-bromopropyl)phenyl]amino}-5-chloropyrimidin-4-yl)amino]ethyl}phenol (50.0 mg, 0.108 mmol) in tetrahydrofuran (1.0 mL) was added a solution of sodium hydroxide in water (1.0 mL, 1.0 M). The resultant solution was stirred at rt for 60 hours until the reaction was complete. The reaction mixture was neutralized with HCl (3 M aqueous solution) to pH=7. The aqueous layer was extracted with EtOAc twice. The combined organic layers were dried over Na2SO4, filtered, and c... The reactants are ClC=1C=C(C=CC1)C1=NNC(C2=C1N=CC=C2)=O (8-(3-chlorophenyl)pyrido[2,3-d]pyridazin-5-one), ClC=1C=C(C=CC1)C=1C2=C(C(NN1)=O)N=CC=C2 (5-(3-chlorophenyl)pyrido[2,3-d]pyridazin-8-one). Yields the product ClC=1C=C(C=CC1)C=1C2=C(C(N(N1)CC)=O)N=CC=C2 (5-(3-chlorophenyl)-7-ethylpyrido[2,3-d]pyridazin-8-one). Reaction SMILES: Cl[C:2]1C=C(C2C3N=CC=CC=3C(=O)NN=2)C=C[CH:7]=1.[Cl:19][C:20]1[CH:21]=[C:22]([C:26]2[C:27]3[CH:36]=[CH:35][CH:34]=[N:33][C:28]=3[C:29](=[O:32])[NH:30][N:31]=2)[CH:23]=[CH:24][CH:25]=1>>[Cl:19][C:20]1[CH:21]=[C:22]([C:26]2[C:27]3[CH:36]=[CH:35][CH:34]=[N:33][C:28]=3[C:29](=[O:32])[N:30]([CH2:2][CH3:7])[N:31]=2)[CH:23]=[CH:24][CH:25]=1. Reported procedure: Following the procedures of Example 17A and substituting for 8-(3-chlorophenyl)pyrido[2,3-d]pyridazin-5-one with 5-(3-chlorophenyl)pyrido[2,3-d]pyridazin-8-one there is obtained 5-(3-chlorophenyl)-7-ethylpyrido[2,3-d]pyridazin-8-one. The reactants are NC(=S)N (thiourea), II (iodine), [O-]S(=O)(=S)[O-].[Na+].[Na+] (Na2S2O3), FC1=CC=C(C(=O)CC#N)C=C1 (4-fluorobenzoylacetonitrile), N1=CC=CC=C1 (pyridine). Product: NC=1SC(=C(N1)C1=CC=C(C=C1)F)C#N (2-Amino-4-(4-fluoro-phenyl)-thiazole-5-carbonitrile). Run in CCO (EtOH), CCO (EtOH). RXN SMILES: [F:1][C:2]1[CH:12]=[CH:11][C:5]([C:6]([CH2:8][C:9]#[N:10])=O)=[CH:4][CH:3]=1.N1C=CC=CC=1.[NH2:19][C:20]([NH2:22])=[S:21].II.[O-]S([O-])(=S)=O.[Na+].[Na+]>CCO>[NH2:22][C:20]1[S:21][C:8]([C:9]#[N:10])=[C:6]([C:5]2[CH:11]=[CH:12][C:2]([F:1])=[CH:3][CH:4]=2)[N:19]=1 |f:4.5.6|. Procedure: To a solution of 4-fluorobenzoylacetonitrile (50 g, 306 mmol, 1 eq.) in EtOH (600 mL) was added pyridine (24.7 mL, 306 mmol, 1 eq.). The resulting mixture was stirred at 70° C. for 15 min then cooled to r.t. A previously stirred suspension of thiourea (46.7 g, 613 mmol, 2 eq.) and iodine (77.8 g, 306 mmol, 1 eq.) in EtOH (300 mL) was then slowly added. After 1 h at r.t. a cold 1 M Na2S2O3 solution (360 mL) was added under stirring. The resulting precipitate was filtered, washed with water, and f... Reaction conditions: temperature 70 celsius, time 15 minute. Yields the product BrCC(CN1C(N=CC(=C1)Cl)=O)O (1-(3-Bromo-2-hydroxypropyl)-5-chloropyrimidin-2-one). The solvent is CN(C=O)C (N,N-dimethylformamide). RXN SMILES: [Cl:1][C:2]1[CH:3]=[N:4][C:5](=[O:8])[NH:6][CH:7]=1.C(=O)([O-])[O-].[K+].[K+].[Br:15][CH2:16][CH:17]1[O:19][CH2:18]1>CN(C)C=O>[Br:15][CH2:16][CH:17]([OH:19])[CH2:18][N:4]1[CH:3]=[C:2]([Cl:1])[CH:7]=[N:6][C:5]1=[O:8] |f:1.2.3|. Conditions: temperature 80 celsius. The reactants are ClC=1C=NC(NC1)=O (5-chloropyrimidin-2-one), C([O-])([O-])=O.[K+].[K+] (potassium carbonate), BrCC1CO1 (1-bromo-2,3-epoxypropane). Procedure: A stirred suspension of 5-chloropyrimidin-2-one (2.610 g), potassium carbonate (55 mg) and 1-bromo-2,3-epoxypropane (3.42 ml) in dry N,N-dimethylformamide (40 ml) was heated at 80° C. After 23/4 h the reaction mixture was evaporated and the residue was subjected to column chromatography on silica developing and eluting with chloroform-ethanol, 19:1. This gave an off white solid which was triturated with ethyl acetate to give white crystals of the title pyrimidinone (1.483 g), m.p. 166°-170° C., ... Reactants: CC(C(C(=O)NC=1C=C(C=CC1)/C=C/C(=O)OCC)C1=CC=C(C=C1)CN1N=C(OCC1=O)C1=CC=CC=C1)C (ethyl (2E)-3-{3-[(3-methyl-2-{4-[(5-oxo-2-phenyl-5,6-dihydro-4H-1,3,4-oxadiazin-4-yl)methyl]phenyl}butanoyl)amino]phenyl}prop-2-enoate). Reagents/catalysts: [Pd] (palladium on carbon). The solvent is C(C)O (ethanol). The product is CC(C(C(=O)NC=1C=C(C=CC1)CCC(=O)OCC)C1=CC=C(C=C1)CN1N=C(OCC1=O)C1=CC=CC=C1)C (Ethyl 3-{3-[(3-methyl-2-{4-[(5-oxo-2-phenyl-5,6-dihydro-4H-1,3,4-oxadiazin-4-yl)methyl]-phenyl}butanoyl)amino]phenyl}propanoate). RXN SMILES: [CH3:1][CH:2]([CH3:40])[CH:3]([C:20]1[CH:25]=[CH:24][C:23]([CH2:26][N:27]2[C:32](=[O:33])[CH2:31][O:30][C:29]([C:34]3[CH:39]=[CH:38][CH:37]=[CH:36][CH:35]=3)=[N:28]2)=[CH:22][CH:21]=1)[C:4]([NH:6][C:7]1[CH:8]=[C:9](/[CH:13]=[CH:14]/[C:15]([O:17][CH2:18][CH3:19])=[O:16])[CH:10]=[CH:11][CH:12]=1)=[O:5]>C(O)C.[Pd]>[CH3:40][CH:2]([CH3:1])[CH:3]([C:20]1[CH:25]=[CH:24][C:23]([CH2:26][N:27]2[C:32](=[O:33])[CH2:31][O:30][C:29]([C:34]3[CH:35]=[CH:36][CH:37]=[CH:38][CH:39]=3)=[N:28]2)=[CH:22][CH:21]=1)[C:4]([NH:6][C:7]1[CH:8]=[C:9]([CH2:13][CH2:14][C:15]([O:17][CH2:18][CH3:19])=[O:16])[CH:10]=[CH:11][CH:12]=1)=[O:5]. Procedure details: 130 mg (0.24 mmol) of ethyl (2E)-3-{3-[(3-methyl-2-{4-[(5-oxo-2-phenyl-5,6-dihydro-4H-1,3,4-oxadiazin-4-yl)methyl]phenyl}butanoyl)amino]phenyl}prop-2-enoate (Example 135A) were dissolved in 10 ml of ethanol, and 10 mg of palladium on carbon (10%) were added. Under an atmosphere of hydrogen, the mixture was hydrogenated at atmospheric pressure overnight. The reaction mixture was then filtered through Celite and the filtrate was concentrated under reduced pressure. This gave 118 mg (0.22 mmol, 90%...